Dataset: the Open Reaction Database (ORD), a public repository of structured organic reaction records. Task: describe an organic reaction: reactants, conditions, products, and yield Isolated yield 50.0%. Run at temperature 70 celsius. Reported procedure: Hydrazine (17.93 mg, 0.560 mmol) was added to methyl 5-chloronicotinate (80 mg, 0.466 mmol) in methanol (8 mL) and heated overnight at 70° C. The reaction was monitored by TLC. After completion of the reaction, the solvent was removed by vacuum and the compound was purified by column chromatography affording the title compound (40 mg). 1H NMR (400 MHz, CD3OD): δ 8.85 (d, 1H, J=2.0 Hz), 8.70 (d, 1H, J=2.4 Hz), 8.22 (t, 1H, J=2.0 Hz). ESI-MS: 172.0 [M+H]+. The reactants are NN (Hydrazine), ClC=1C=NC=C(C(=O)OC)C1 (methyl 5-chloronicotinate). Yields the product ClC=1C=NC=C(C(=O)NN)C1 (5-chloronicotinohydrazide). RXN SMILES: [NH2:1][NH2:2].[Cl:3][C:4]1[CH:5]=[N:6][CH:7]=[C:8]([CH:13]=1)[C:9](OC)=[O:10]>CO>[Cl:3][C:4]1[CH:5]=[N:6][CH:7]=[C:8]([CH:13]=1)[C:9]([NH:1][NH2:2])=[O:10]. Solvent: CO (methanol). Starting materials: CC[O-].[Na+] (NaOEt), C(C1=CC=CC=C1)OC=1C=C(C(=O)NN)C=CC1OC (3-Benzyloxy-4-methoxy-benzoic acid hydrazide), Cl.CCOCC (HCl ether), Cl.N1(CCCC1)CC=1C=C(C(=N)N)C=CC1 (3-pyrrolidin-1-ylmethyl-benzamidine hydrochloride salt). Run in C(C)O (ethanol), C(C)O (ethanol), C(C)O (ethanol). Reaction conditions: time 30 minute. Product: Cl.C(C1=CC=CC=C1)OC=1C=C(C=CC1OC)C1=NC(=NN1)C1=CC(=CC=C1)CN1CCCC1 (5-(3-Benzyloxy-4-methoxy-phenyl)-3-(3-pyrrolidin-1-ylmethyl-phenyl)-1H-[1,2,4]triazole hydrochloride). Yield: 68.3%. Reaction SMILES: [ClH:1].[N:2]1([CH2:7][C:8]2[CH:9]=[C:10]([CH:14]=[CH:15][CH:16]=2)[C:11]([NH2:13])=[NH:12])[CH2:6][CH2:5][CH2:4][CH2:3]1.CC[O-].[Na+].[CH2:21]([O:28][C:29]1[CH:30]=[C:31]([CH:36]=[CH:37][C:38]=1[O:39][CH3:40])[C:32]([NH:34]N)=O)[C:22]1[CH:27]=[CH:26][CH:25]=[CH:24][CH:23]=1.Cl.CCOCC>C(O)C>[ClH:1].[CH2:21]([O:28][C:29]1[CH:30]=[C:31]([C:32]2[NH:34][N:13]=[C:11]([C:10]3[CH:14]=[CH:15][CH:16]=[C:8]([CH2:7][N:2]4[CH2:6][CH2:5][CH2:4][CH2:3]4)[CH:9]=3)[N:12]=2)[CH:36]=[CH:37][C:38]=1[O:39][CH3:40])[C:22]1[CH:23]=[CH:24][CH:25]=[CH:26][CH:27]=1 |f:0.1,2.3,5.6,8.9|. Procedure: To a stirred ethanolic suspension of 3-pyrrolidin-1-ylmethyl-benzamidine hydrochloride salt (1:2) (414 mg, 1.5 mmol, 1.5 eq.) in ethanol (15 ml) was added 1.2N NaOEt in ethanol (3.4 ml, 4 eq.) over 3 min. and stirring was then continued for 30 min. at r.t. 3-Benzyloxy-4-methoxy-benzoic acid hydrazide (272 mg, 1 mmol) in ethanol was added at 20° C. and the resulting mixture was heated to reflux for 50 hrs. Upon cooling, the product mixture was filtered, the solvent was evaporated and the residue ... Reactants: COc1ccc(C=CCCCCBr)cc1, O=C([O-])[O-], CN(C)C=O, COC(=O)CCc1ncccc1O, [Cs+], [Cs+]. The product is COC(=O)CCc1ncccc1OCCCCC=Cc1ccc(OC)cc1. RXN SMILES: [Br:20][CH2:21][CH2:22][CH2:23][CH2:24][CH:25]=[CH:26][c:27]1[cH:28][cH:29][c:30]([O:33][CH3:34])[cH:31][cH:32]1.[C:1](=[O:2])([O-:3])[O-:4].[CH3:35][N:36]([CH3:37])[CH:38]=[O:39].[CH3:7][O:8][C:9]([CH2:10][CH2:11][c:12]1[n:13][cH:14][cH:15][cH:16][c:17]1[OH:18])=[O:19].[Cs+:5].[Cs+:6]>>[CH3:7][O:8][C:9]([CH2:10][CH2:11][c:12]1[n:13][cH:14][cH:15][cH:16][c:17]1[O:18][CH2:21][CH2:22][CH2:23][CH2:24][CH:25]=[CH:26][c:27]1[cH:28][cH:29][c:30]([O:33][CH3:34])[cH:31][cH:32]1)=[O:19]. Reactants: CN(C)C=O, [Na], O=C(NN1CCCCC1)N(c1ccccc1)c1ccccc1, NS(=O)(=O)c1ccc(CCN2C(=O)c3ccccc3C2c2ccccc2)cc1. Yields the product O=C(NN1CCCCC1)NS(=O)(=O)c1ccc(CCN2C(=O)c3ccccc3C2c2ccccc2)cc1, [Na]. RXN SMILES: [CH3:52][N:53]([CH3:54])[CH:55]=[O:56].[Na:51].[c:1]1([N:7]([c:2]2[cH:3][cH:4][cH:5][cH:6][cH:17]2)[C:8](=[O:9])[NH:10][N:11]2[CH2:12][CH2:13][CH2:14][CH2:15][CH2:16]2)[cH:18][cH:19][cH:20][cH:21][cH:22]1.[c:23]1([CH:29]2[N:30]([CH2:39][CH2:40][c:41]3[cH:42][cH:43][c:44]([S:47](=[O:48])(=[O:49])[NH2:50])[cH:45][cH:46]3)[C:31](=[O:38])[c:32]3[cH:33][cH:34][cH:35][cH:36][c:37]32)[cH:24][cH:25][cH:26][cH:27][cH:28]1>>[NH:7]([C:8](=[O:9])[NH:10][N:11]1[CH2:12][CH2:13][CH2:14][CH2:15][CH2:16]1)[S:47]([c:44]1[cH:43][cH:42][c:41]([CH2:40][CH2:39][N:30]2[CH:29]([c:23]3[cH:24][cH:25][cH:26][cH:27][cH:28]3)[c:37]3[c:32]([cH:33][cH:34][cH:35][cH:36]3)[C:31]2=[O:38])[cH:46][cH:45]1)(=[O:48])=[O:49].[Na:51]. Starting materials: BrC1=CC=C(O[C@H]2[C@@H](COC2)O)C=C1 (trans-4-(4-bromophenoxy)tetrahydrofuran-3-ol), BrC1=CC=C(C=N1)O (6-bromopyridin-3-ol). Yields the product BrC1=CC=C(C=N1)O[C@H]1[C@@H](COC1)O (trans-4-[(6-bromopyridin-3-yl)oxy]tetrahydrofuran-3-ol). Reaction SMILES: [Br:1][C:2]1C=[CH:13][C:5]([O:6][C@@H:7]2[CH2:11][O:10][CH2:9][C@H:8]2[OH:12])=[CH:4][CH:3]=1.BrC1[N:21]=CC(O)=CC=1>>[Br:1][C:2]1[N:21]=[CH:13][C:5]([O:6][C@@H:7]2[CH2:11][O:10][CH2:9][C@H:8]2[OH:12])=[CH:4][CH:3]=1. Procedure details: The title compound of Step 1 was prepared according to the general procedure for the synthesis of trans-4-(4-bromophenoxy)tetrahydrofuran-3-ol in Example 2, except that 6-bromopyridin-3-ol was used in place of 4-bromophenol, and the crude product was purified by silica gel chromatography (Gradient: 20% to 70% ethyl acetate in heptane). Yield: 5.24 g, 20.2 mmol, 61%. 1H NMR (500 MHz, CDCl3) δ 3.79 (dd, J=9.9, 1.9 Hz, 1H), 3.87 (dd, J=10.4, 1.8 Hz, 1H), 4.00 (dd, J=9.9, 4.3 Hz, 1H), 4.19 (dd, J=10... Reactants: [Br-], CCCC[Mg+], O=Cc1ccc(-c2ccc(C(F)(F)F)cn2)cc1. RXN SMILES: [Br-:19].[CH2:20]([CH2:21][CH2:22][CH3:23])[Mg+:24].[F:1][C:2]([c:3]1[cH:4][cH:5][c:6](-[c:9]2[cH:10][cH:11][c:12]([CH:13]=[O:14])[cH:15][cH:16]2)[n:7][cH:8]1)([F:17])[F:18]>>[F:1][C:2]([c:3]1[cH:4][cH:5][c:6](-[c:9]2[cH:10][cH:11][c:12]([CH:13]([OH:14])[CH2:20][CH2:21][CH2:22][CH3:23])[cH:15][cH:16]2)[n:7][cH:8]1)([F:17])[F:18]. Product: CCCCC(O)c1ccc(-c2ccc(C(F)(F)F)cn2)cc1.